Dataset: the Open Reaction Database (ORD), a public repository of structured organic reaction records. Task: describe an organic reaction: reactants, conditions, products, and yield The reactants are CN1C2=C3C(=C1SC)CCN=C3C(=C(C2=O)N)Cl (isobatzelline A), C(#N)C1=C(C(=O)C(=C(C1=O)Cl)Cl)C#N (DDQ). Solvent: O1CCOCC1 (dioxane). Product: CN1C2=C3C(=C1SC)C=CN=C3C(=C(C2=O)N)Cl (isobatzelline D). Yield: 60.4%. RXN SMILES: [CH3:1][N:2]1[C:6]([S:7][CH3:8])=[C:5]2[CH2:9][CH2:10][N:11]=[C:12]3[C:13]([Cl:18])=[C:14]([NH2:17])[C:15](=[O:16])[C:3]1=[C:4]23.C(C1C(=O)C(Cl)=C(Cl)C(=O)C=1C#N)#N>O1CCOCC1>[CH3:1][N:2]1[C:6]([S:7][CH3:8])=[C:5]2[CH:9]=[CH:10][N:11]=[C:12]3[C:13]([Cl:18])=[C:14]([NH2:17])[C:15](=[O:16])[C:3]1=[C:4]23. Procedure details: A solution of 10 mg of isobatzelline A in 5 ml of dioxane was stirred with 10 mg of DDQ at room temperature overnight. The resulting product was purified by HPLC (LiChrosorb NH2, 3% MeOH-CHCl3) to give 6 mg of isobatzelline D.